Dataset: the Open Reaction Database (ORD), a public repository of structured organic reaction records. Task: describe an organic reaction: reactants, conditions, products, and yield Reactants: COC(=O)CBr, O=C([O-])[O-], C1CCOC1, S=c1[nH]c2cc(Cl)c(I)cc2[nH]1, [Cs+], [Cs+]. The product is COC(=O)CSc1nc2cc(I)c(Cl)cc2[nH]1. RXN SMILES: [Br:13][CH2:14][C:15](=[O:16])[O:17][CH3:18].[C:19](=[O:20])([O-:21])[O-:22].[CH2:25]1[O:26][CH2:27][CH2:28][CH2:29]1.[Cl:1][c:2]1[cH:3][c:4]2[c:5]([nH:6][c:7](=[S:9])[nH:8]2)[cH:10][c:11]1[I:12].[Cs+:23].[Cs+:24]>>[Cl:1][c:2]1[cH:3][c:4]2[c:5]([n:6][c:7]([S:9][CH2:14][C:15](=[O:16])[O:17][CH3:18])[nH:8]2)[cH:10][c:11]1[I:12]. The reactants are C1N(CCC12CCCC2)C2=CC=C(C(=O)NS(=O)(=O)C1=CC(=C(C=C1)N[C@H](CCCCNC(OC(C)(C)C)=O)CSC1=CC=CC=C1)[N+](=O)[O-])C=C2 (tert-butyl (5R)-5-((4-(((4-(2-azaspiro(4.4)non-2-yl)benzoyl)amino)sulfonyl)-2-nitrophenyl)amino)-6-(phenylthio)hexylcarbamate), Cl (HCl). The solvent is O1CCOCC1 (dioxane). Yields the product NCCCC[C@H](CSC1=CC=CC=C1)NC1=C(C=C(C=C1)S(=O)(=O)NC(C1=CC=C(C=C1)N1CC2(CC1)CCCC2)=O)[N+](=O)[O-] (4-(((1R)-5-amino-1-((phenylthio)methyl)pentyl)amino)-N-(4-(2-azaspiro(4.4)non-2-yl)benzoyl)-3-nitrobenzenesulfonamide). RXN SMILES: [CH2:1]1[C:5]2([CH2:9][CH2:8][CH2:7][CH2:6]2)[CH2:4][CH2:3][N:2]1[C:10]1[CH:52]=[CH:51][C:13]([C:14]([NH:16][S:17]([C:20]2[CH:25]=[CH:24][C:23]([NH:26][C@@H:27]([CH2:40][S:41][C:42]3[CH:47]=[CH:46][CH:45]=[CH:44][CH:43]=3)[CH2:28][CH2:29][CH2:30][CH2:31][NH:32]C(=O)OC(C)(C)C)=[C:22]([N+:48]([O-:50])=[O:49])[CH:21]=2)(=[O:19])=[O:18])=[O:15])=[CH:12][CH:11]=1.Cl>O1CCOCC1>[NH2:32][CH2:31][CH2:30][CH2:29][CH2:28][C@@H:27]([NH:26][C:23]1[CH:24]=[CH:25][C:20]([S:17]([NH:16][C:14](=[O:15])[C:13]2[CH:12]=[CH:11][C:10]([N:2]3[CH2:3][CH2:4][C:5]4([CH2:9][CH2:8][CH2:7][CH2:6]4)[CH2:1]3)=[CH:52][CH:51]=2)(=[O:19])=[O:18])=[CH:21][C:22]=1[N+:48]([O-:50])=[O:49])[CH2:40][S:41][C:42]1[CH:47]=[CH:46][CH:45]=[CH:44][CH:43]=1. Procedure details: A solution of Example 120D (24 mg, 0.03 mmol) and 4N HCl (0.5 mL) in dioxane at room temperature was stirred for 4 hours, partially concentrated, and treated with diethyl ether. The precipitate was filtered, washed with diethyl ether, and was dried under vacuum to provide the desired product. MS(ESI(+)) m/e 652 (M+H)+; 1H NMR (300 MHz, DMSO-d6) δ 11.89 (s, 1H), 8.52 (d, 1H), 8.31 (d, 1H), 7.86 (dd, 1H), 7.74 (d, 2H), 7.70 (s, 2H), 7.24-7.07 (m, 6H), 6.51 (d, 2H), 4.10 (m, 1H), 3.57 (s, 4H), 3.35... Reactants: CC(C)N, O=C(O)c1ccc(F)c(Cl)c1, Cl. Yields the product CC(C)NC(=O)c1ccc(F)c(Cl)c1. RXN SMILES: [CH:2]([CH3:3])([CH3:4])[NH2:5].[Cl:6][c:7]1[cH:8][c:9]([C:10](=[O:11])[OH:12])[cH:13][cH:14][c:15]1[F:16].[ClH:1]>>[CH:2]([CH3:3])([CH3:4])[NH:5][C:10]([c:9]1[cH:8][c:7]([Cl:6])[c:15]([F:16])[cH:14][cH:13]1)=[O:11]. Starting materials: ClC=1C=C(CNN)C=CC1Cl (3,4-di-chlorobenzylhydrazine), β-amino-β-ethoxy-methacrylic acid ether ester, C1=C(C=CC2=CC=CC=C12)N(N)C (2-naphthyl-methylhydrazine), O(C1=CC=CC=C1)CCNN (phenoxyethylhydrazine). Solvent: C(C)O (Ethanol). Product: NC=1NN(C(C1C)=O)CC1=CC=C(C=C1)Cl (3-Amino-4-methyl-1-(4-chlorobenzyl)-pyrazol-5-one). RXN SMILES: Cl[C:2]1[CH:3]=[C:4]([CH:8]=[CH:9][C:10]=1[Cl:11])[CH2:5][NH:6][NH2:7].C1C2C(=CC=CC=2)C=C[C:13]=1[N:22](C)N.[O:25](CCNN)[C:26]1[CH:31]=[CH:30]C=CC=1>C(O)C>[NH2:22][C:13]1[NH:7][N:6]([CH2:5][C:4]2[CH:8]=[CH:9][C:10]([Cl:11])=[CH:2][CH:3]=2)[C:26](=[O:25])[C:31]=1[CH3:30]. Reported procedure: The compounds shown in the table which follows were prepared analogously to the procedure described in Example 17:No. Structural formula Recrystallization Yield, % Melting point from of theory °C__________________________________________________________________________18 Ethanol 54 147 From: 3,4-di-chlorobenzylhydrazine + (y)*19 Ethanol 43 120 From: 2-naphthyl-methylhydrazine + (y)*20 Ethanol 40 126 From: phenoxyethylhydrazine + (y)*_______________________________________________________________...